From a dataset of the Open Reaction Database (ORD), a public repository of structured organic reaction records. describe an organic reaction: reactants, conditions, products, and yield Reactants: BrC1=CC=C(C(=O)NC2=C(C=C3C=C(C=NC3=C2)CN2CCCC2)F)C=C1 (4-bromo-N-[6-fluoro-3-(1-pyrrolidinylmethyl)-7-quinolinyl]benzamide), FC1=CC=C(C=C1)B(O)O (4-fluorophenylboronic acid), C([O-])([O-])=O.[Na+].[Na+] (sodium carbonate), tetrakistriphenylphosphine palladium. The solvent is COCCOC (1,2-dimethoxyethane), C(C)(=O)OCC (ethyl acetate). Run at time 16 hour. Product: FC1=CC=C(C=C1)C1=CC=C(C=C1)C(=O)NC1=C(C=C2C=C(C=NC2=C1)CN1CCCC1)F (4′-fluoro-N-[6-fluoro-3-(1-pyrrolidinylmethyl)-7-quinolinyl][1,1′-biphenyl]-4-carboxamide). The yield is 53.4%. Reaction SMILES: Br[C:2]1[CH:27]=[CH:26][C:5]([C:6]([NH:8][C:9]2[CH:18]=[C:17]3[C:12]([CH:13]=[C:14]([CH2:19][N:20]4[CH2:24][CH2:23][CH2:22][CH2:21]4)[CH:15]=[N:16]3)=[CH:11][C:10]=2[F:25])=[O:7])=[CH:4][CH:3]=1.[F:28][C:29]1[CH:34]=[CH:33][C:32](B(O)O)=[CH:31][CH:30]=1.C(=O)([O-])[O-].[Na+].[Na+]>COCCOC.C(OCC)(=O)C>[F:28][C:29]1[CH:34]=[CH:33][C:32]([C:2]2[CH:3]=[CH:4][C:5]([C:6]([NH:8][C:9]3[CH:18]=[C:17]4[C:12]([CH:13]=[C:14]([CH2:19][N:20]5[CH2:21][CH2:22][CH2:23][CH2:24]5)[CH:15]=[N:16]4)=[CH:11][C:10]=3[F:25])=[O:7])=[CH:26][CH:27]=2)=[CH:31][CH:30]=1 |f:2.3.4|. Procedure details: To a solution of 4-bromo-N-[6-fluoro-3-(1-pyrrolidinylmethyl)-7-quinolinyl]benzamide (100 mg, 0.233 mmol) obtained in Example 49, 4-fluorophenylboronic acid (65.3 mg, 0.467 mmol) and 2N sodium carbonate (0.233 ml) in 1,2-dimethoxyethane (3 ml) was added tetrakistriphenylphosphine palladium (8.1 mg, 0.007 mmol) at 90° C., and the mixture was stirred under a nitrogen atmosphere for 16 hrs. The reaction solution was diluted with ethyl acetate and dried over anhydrous sodium sulfate. The obtained cr... Procedure details: The general displacement procedure described herein was used with 4-(2-((tert-butyldimethyl)silyl)oxy)ethoxy)-3-fluoroaniline (285 mg, 1.0 mmol), (7R,8aS)-N-(2-chloro-5-fluoropyrimidin-4-yl)-octahydro-5,5-dimethylindolizin-7-amine hydrochloride (336 mg, 1.0 mmol) and pTsOH.H2O (381 mg, 2.0 mmol) in IPA (10 mL) at reflux to give the product (143 mg, 33% yield) as a solid, after workup and purification by column chromatography on silica gel using DCM/2M NH3 in MeOH (1:0 to 9:1) as eluent. The product is CC1(N2CCC[C@H]2C[C@H](C1)NC1=NC(=NC=C1F)NC1=CC(=C(OCCO)C=C1)F)C (2-(4-((4-(((7R,8aS)-5,5-dimethyloctahydroindolizin-7-yl)amino)-5-fluoropyrimidin-2-yl)amino)-2-fluorophenoxy)ethan-1-ol). RXN SMILES: [F:1][C:2]1[CH:3]=[C:4]([CH:6]=[CH:7][CH:8]=1)[NH2:5].Cl.Cl[C:11]1[N:16]=[C:15]([NH:17][C@@H:18]2[CH2:26][C@H:25]3[N:21]([CH2:22][CH2:23][CH2:24]3)[C:20]([CH3:28])([CH3:27])[CH2:19]2)[C:14]([F:29])=[CH:13][N:12]=1.CC1C=CC(S(O)(=O)=[O:38])=CC=1.O.C[CH:43]([OH:45])[CH3:44]>>[CH3:27][C:20]1([CH3:28])[CH2:19][C@H:18]([NH:17][C:15]2[C:14]([F:29])=[CH:13][N:12]=[C:11]([NH:5][C:4]3[CH:6]=[CH:7][C:8]([O:38][CH2:44][CH2:43][OH:45])=[C:2]([F:1])[CH:3]=3)[N:16]=2)[CH2:26][C@H:25]2[N:21]1[CH2:22][CH2:23][CH2:24]2 |f:1.2,3.4|. Yield: 33.0%. Reactants: FC=1C=C(N)C=CC1 (3-fluoroaniline), CC(C)O (IPA), Cl.ClC1=NC=C(C(=N1)N[C@H]1CC(N2CCC[C@H]2C1)(C)C)F ((7R,8aS)-N-(2-chloro-5-fluoropyrimidin-4-yl)-octahydro-5,5-dimethylindolizin-7-amine hydrochloride), CC=1C=CC(=CC1)S(=O)(=O)O.O (pTsOH.H2O). Starting materials: CC1CN(C(=O)OC(C)(C)C)CCN1CCCN, CNC(=O)c1cccc2sc(-c3nc(NCCCN4CCNCC4C)ncc3Cl)cc12, Cc1cnc(Cl)nc1-c1cc2c(C(=O)NC3CC3)cccc2s1. The product is Cc1cnc(NCCCN2CCNCC2C)nc1-c1cc2c(C(=O)NC3CC3)cccc2s1. As a reaction SMILES: [C:55]([O:56][C:57]([N:58]1[CH2:59][CH2:60][N:61]([CH2:62][CH2:63][CH2:64][NH2:65])[CH:66]([CH3:67])[CH2:68]1)=[O:69])([CH3:70])([CH3:71])[CH3:72].[CH3:1][NH:2][C:3]([c:4]1[c:5]2[cH:6][c:7](-[c:8]3[c:9]([Cl:10])[cH:11][n:12][c:13]([NH:21][CH2:22][CH2:23][CH2:24][N:25]4[CH:26]([CH3:31])[CH2:27][NH:28][CH2:29][CH2:30]4)[n:14]3)[s:15][c:16]2[cH:17][cH:18][cH:19]1)=[O:20].[CH:32]1([NH:35][C:36](=[O:37])[c:38]2[cH:39][cH:40][cH:41][c:42]3[s:43][c:44](-[c:47]4[n:48][c:49]([Cl:54])[n:50][cH:51][c:52]4[CH3:53])[cH:45][c:46]23)[CH2:33][CH2:34]1>>[NH:21]([CH2:22][CH2:23][CH2:24][N:25]1[CH:26]([CH3:31])[CH2:27][NH:28][CH2:29][CH2:30]1)[c:49]1[n:48][c:47](-[c:44]2[s:43][c:42]3[cH:41][cH:40][cH:39][c:38]([C:36]([NH:35][CH:32]4[CH2:33][CH2:34]4)=[O:37])[c:46]3[cH:45]2)[c:52]([CH3:53])[cH:51][n:50]1. Starting materials: FC1=C(C=C(C=C1)[N+](=O)[O-])C=1OC2=C(N1)C=C(C=C2)C2=CC=CC=C2 (2-(2-fluoro-5-nitrophenyl)-5-phenylbenzoxazole), N1CCOCC1 (morpholine). Product: [N+](=O)([O-])C=1C=CC(=C(C1)C=1OC2=C(N1)C=C(C=C2)C2=CC=CC=C2)N2CCOCC2 (2-(5-Nitro-2-(4-morpholinyl)phenyl)-5-phenylbenzoxazole). RXN SMILES: F[C:2]1[CH:7]=[CH:6][C:5]([N+:8]([O-:10])=[O:9])=[CH:4][C:3]=1[C:11]1[O:12][C:13]2[CH:19]=[CH:18][C:17]([C:20]3[CH:25]=[CH:24][CH:23]=[CH:22][CH:21]=3)=[CH:16][C:14]=2[N:15]=1.[NH:26]1[CH2:31][CH2:30][O:29][CH2:28][CH2:27]1>>[N+:8]([C:5]1[CH:6]=[CH:7][C:2]([N:26]2[CH2:31][CH2:30][O:29][CH2:28][CH2:27]2)=[C:3]([C:11]2[O:12][C:13]3[CH:19]=[CH:18][C:17]([C:20]4[CH:25]=[CH:24][CH:23]=[CH:22][CH:21]=4)=[CH:16][C:14]=3[N:15]=2)[CH:4]=1)([O-:10])=[O:9]. Procedure details: Prepared by the method of Example 54a), from 2-(2-fluoro-5-nitrophenyl)-5-phenylbenzoxazole (200 mg, 0.60 mmol), and morpholine (3 ml) the subtitle compound was obtained (274 mg, 100%). MS 402 m/z (M+H)+. Starting materials: [Br-], C1CCOC1, CC(C)(C)[O-], C[P+](c1ccccc1)(c1ccccc1)c1ccccc1, CCCCCC, [K+], O=Cc1ccc(Oc2ccccc2)cc1. The product is C=Cc1ccc(Oc2ccccc2)cc1. RXN SMILES: [Br-:22].[CH2:43]1[O:44][CH2:45][CH2:46][CH2:47]1.[CH3:1][C:2]([CH3:3])([O-:4])[CH3:5].[CH3:23][P+:24]([c:25]1[cH:26][cH:27][cH:28][cH:29][cH:30]1)([c:31]1[cH:32][cH:33][cH:34][cH:35][cH:36]1)[c:37]1[cH:38][cH:39][cH:40][cH:41][cH:42]1.[CH3:48][CH2:49][CH2:50][CH2:51][CH2:52][CH3:53].[K+:6].[O:7]([c:8]1[cH:9][cH:10][cH:11][cH:12][cH:13]1)[c:14]1[cH:15][cH:16][c:17]([CH:18]=[O:19])[cH:20][cH:21]1>>[CH2:1]=[CH:18][c:17]1[cH:16][cH:15][c:14]([O:7][c:8]2[cH:9][cH:10][cH:11][cH:12][cH:13]2)[cH:21][cH:20]1. The reactants are COC1=C(C=CC=C1)C1C(N(C2=CC=CC=C12)C)=O (3-(2-methoxyphenyl)-1-methylindolin- -2-one), potassium tertiary-butylate, IC(C)C (2-iodopropane). The solvent is C1CCOC1 (THF), C1CCOC1 (THF). Reaction conditions: time 4 hour. Yields the product C(C)(C)C1(C(N(C2=CC=CC=C12)C)=O)C1=C(C=CC=C1)OC (Isopropyl-3-(2-methoxyphenyl)-1-methylindolin-2-one). RXN SMILES: [CH3:1][O:2][C:3]1[CH:8]=[CH:7][CH:6]=[CH:5][C:4]=1[CH:9]1[C:17]2[C:12](=[CH:13][CH:14]=[CH:15][CH:16]=2)[N:11]([CH3:18])[C:10]1=[O:19].I[CH:21]([CH3:23])[CH3:22]>C1COCC1>[CH:21]([C:9]1([C:4]2[CH:5]=[CH:6][CH:7]=[CH:8][C:3]=2[O:2][CH3:1])[C:17]2[C:12](=[CH:13][CH:14]=[CH:15][CH:16]=2)[N:11]([CH3:18])[C:10]1=[O:19])([CH3:23])[CH3:22]. Procedure: 35.4 g (0.14 mol) of 3-(2-methoxyphenyl)-1-methylindolin- -2-one in 350 ml of dry THF are stirred with 16.1 g (0.14 mol) of potassium tertiary-butylate at room temperature for 15 minutes. Then at 10° C., a solution of 14.3 ml of 2-iodopropane in 70 ml of dry THF are added dropwise, and the mixture is then stirred at room temperature for 4 hours. The reaction mixture is left to stand overnight and then partitioned between water and ethyl acetate. After the organic phase has been evaporated, 4.8 g... Reactants: C(OC)([O-])=O.[Mg+2].COC([O-])=O (Magnesium methyl carbonate), C(=O)=O (carbon dioxide), C(C)(=O)C1=CC2=C(OC3=C2C=CC=C3)C=C1 (2-acetyldibenzofuran), N=1CCCCC1 (2,3,4,5-tetrahydropyridine), Cl (HCl), ice. Run in CO (methyl alcohol). Conditions: temperature 120 celsius, time 4 hour. The product is N1C(CCCC1)CC(=O)C1=CC2=C(OC3=C2C=CC=C3)C=C1 (2-Dibenzofuranyl 2-piperidylmethyl ketone). Yield: 32.0%. Reaction SMILES: C(=O)([O-])OC.[Mg+2].COC(=O)[O-].[C:12]([C:15]1[CH:27]=[CH:26][C:18]2[O:19][C:20]3[CH:25]=[CH:24][CH:23]=[CH:22][C:21]=3[C:17]=2[CH:16]=1)(=[O:14])[CH3:13].[N:28]1[CH2:29][CH2:30][CH2:31][CH2:32][CH:33]=1.C(=O)=O.Cl>CO>[NH:28]1[CH2:29][CH2:30][CH2:31][CH2:32][CH:33]1[CH2:13][C:12]([C:15]1[CH:27]=[CH:26][C:18]2[O:19][C:20]3[CH:25]=[CH:24][CH:23]=[CH:22][C:21]=3[C:17]=2[CH:16]=1)=[O:14] |f:0.1.2|. Reported procedure: Magnesium methyl carbonate (0.6 mole, 2.5 N in dimethylformamide) is heated to 120°C. under an atmosphere of carbon dioxide. The compound 2-acetyldibenzofuran, 31.5 g (0.15 mole) is added and the mixture is stirred at 120°C. for a period of 4 hours under a stream of nitrogen to form the chelate, allowing the methyl alcohol that forms to escape. The mixture is cooled to room temperature under an atmosphere of carbon dioxide and 15.2 g (0.18 mole) of 2,3,4,5-tetrahydropyridine (as α-tripiperidine)... Starting materials: C(C1=CC=CC=C1)(=O)C1=CC=CC=C1 (benzophenone), C(C(C)(C)C)(=O)O (pivalic acid). The product is C1(=CC=CC=C1)C(=O)C(C)(C)C (t-butyl phenyl ketone). As a reaction SMILES: [C:1]([C:9]1[CH:14]=[CH:13][CH:12]=[CH:11][CH:10]=1)(=[O:8])[C:2]1[CH:7]=CC=C[CH:3]=1.[C:15](O)(=O)C(C)(C)C>>[C:9]1([C:1]([C:2]([CH3:3])([CH3:7])[CH3:15])=[O:8])[CH:10]=[CH:11][CH:12]=[CH:13][CH:14]=1. Reported procedure: This invention will be useful in reactions like: benzophenone and pivalic acid to obtain t-butyl phenyl ketone; 1,3-dichloroacetone and pivalic acid to obtain monochloropinacolone; and cyclopentanone and acetic acid to obtain 2,7-octanedione. Starting materials: N (ammonia), CN1C(N=C(C2=C1SC=C2C)C2=C(C=CC=C2)F)=O (1-methyl-4-(o-fluorophenyl)-5-methyl-1,2-dihydrothieno[2,3-d]pyrimidin-2-one), S(=O)(=O)(Cl)Cl (sulfuryl chloride). Solvent: C(C)(=O)O (acetic acid), C(C)(=O)O (acetic acid). Conditions: time 19 hour. Product: CN1C(N=C(C2=C1SC(=C2C)Cl)C2=C(C=CC=C2)F)=O (1-methyl-4-(o-fluorophenyl)-5-methyl-6-chloro-1,2-dihydrothieno[2,3-d]pyrimidin-2-one). As a reaction SMILES: [CH3:1][N:2]1[C:7]2[S:8][CH:9]=[C:10]([CH3:11])[C:6]=2[C:5]([C:12]2[CH:17]=[CH:16][CH:15]=[CH:14][C:13]=2[F:18])=[N:4][C:3]1=[O:19].S(Cl)([Cl:23])(=O)=O.N>C(O)(=O)C>[CH3:1][N:2]1[C:7]2[S:8][C:9]([Cl:23])=[C:10]([CH3:11])[C:6]=2[C:5]([C:12]2[CH:17]=[CH:16][CH:15]=[CH:14][C:13]=2[F:18])=[N:4][C:3]1=[O:19]. Reported procedure: To a solution of 500 mg of 1-methyl-4-(o-fluorophenyl)-5-methyl-1,2-dihydrothieno[2,3-d]pyrimidin-2-one in 15 ml of glacial acetic acid is added 295 mg of sulfuryl chloride in 3 ml of glacial acetic acid at 40°C. After stirring the reaction mixture for 19 hours at room temperature, the reaction mixture is neutralized with aqueous ammonia under cooling, then extracted with chloroform. The chloroform extracts are washed with water, dried, and evaporated under reduced pressure to a residue to give ...